This data is from the Open Reaction Database (ORD), a public repository of structured organic reaction records. The task is: describe an organic reaction: reactants, conditions, products, and yield Reactants: [Br-], O=Cc1ccc(OCCBr)cc1, CCCc1nc(C)cc(=O)[nH]1, [H-], [Li+], [Na+], CN(C)C=O, O. Product: CCCc1nc(C)cc(=O)n1CCOc1ccc(C=O)cc1. As a reaction SMILES: [Br-:14].[Br:16][CH2:17][CH2:18][O:19][c:20]1[cH:21][cH:22][c:23]([CH:24]=[O:25])[cH:26][cH:27]1.[CH3:3][c:4]1[n:5][c:6]([CH2:11][CH2:12][CH3:13])[nH:7][c:8](=[O:10])[cH:9]1.[H-:2].[Li+:15].[Na+:1].[O:28]=[CH:29][N:30]([CH3:31])[CH3:32].[OH2:33]>>[CH3:3][c:4]1[n:5][c:6]([CH2:11][CH2:12][CH3:13])[n:7]([CH2:17][CH2:18][O:19][c:20]2[cH:21][cH:22][c:23]([CH:24]=[O:25])[cH:26][cH:27]2)[c:8](=[O:10])[cH:9]1.